From a dataset of the Open Reaction Database (ORD), a public repository of structured organic reaction records. describe an organic reaction: reactants, conditions, products, and yield Product: CN(C(=O)c1ccc(Cl)c(C(F)(F)F)c1)C1CN(C(=O)C2CCN(C(=O)C3(C)CC3)CC2)CC1c1ccc(Cl)c(Cl)c1. Starting materials: CCN=C=NCCCN(C)C, O=C(O)c1ccc(Cl)c(C(F)(F)F)c1, CNC1CN(C(=O)C2CCN(C(=O)C3(C)CC3)CC2)CC1c1ccc(Cl)c(Cl)c1, ClCCl, Cl. RXN SMILES: [CH3:16][N:17]([CH3:18])[CH2:19][CH2:20][CH2:21][N:22]=[C:23]=[N:24][CH2:25][CH3:26].[Cl:1][c:2]1[c:3]([C:11]([F:12])([F:13])[F:14])[cH:4][c:5]([C:6](=[O:7])[OH:8])[cH:9][cH:10]1.[Cl:27][c:28]1[cH:29][c:30]([CH:35]2[CH2:36][N:37]([C:42](=[O:43])[CH:44]3[CH2:45][CH2:46][N:47]([C:50](=[O:51])[C:52]4([CH3:55])[CH2:53][CH2:54]4)[CH2:48][CH2:49]3)[CH2:38][CH:39]2[NH:40][CH3:41])[cH:31][cH:32][c:33]1[Cl:34].[Cl:56][CH2:57][Cl:58].[ClH:15]>>[Cl:1][c:2]1[c:3]([C:11]([F:12])([F:13])[F:14])[cH:4][c:5]([C:6](=[O:8])[N:40]([CH:39]2[CH:35]([c:30]3[cH:29][c:28]([Cl:27])[c:33]([Cl:34])[cH:32][cH:31]3)[CH2:36][N:37]([C:42](=[O:43])[CH:44]3[CH2:45][CH2:46][N:47]([C:50](=[O:51])[C:52]4([CH3:55])[CH2:53][CH2:54]4)[CH2:48][CH2:49]3)[CH2:38]2)[CH3:41])[cH:9][cH:10]1. The reactants are FC(OC1=CC=C(C=C1)C1=CN=C(O1)C(=O)NN)(F)F (5-(4-(trifluoromethoxy)phenyl)oxazole-2-carbohydrazide), Cl.C(C)(N)=N (acetimidamide hydrochloride), [OH-].[Na+] (NaOH). The solvent is C1CCOC1 (THF). Yields the product CC1=NC(=NN1)C=1OC(=CN1)C1=CC=C(C=C1)OC(F)(F)F (2-(5-methyl-1H-1,2,4-triazol-3-yl)-5-(4-(trifluoromethoxy)phenyl)oxazole). The yield is 80.6%. RXN SMILES: [F:1][C:2]([F:20])([F:19])[O:3][C:4]1[CH:9]=[CH:8][C:7]([C:10]2[O:14][C:13]([C:15]([NH:17][NH2:18])=O)=[N:12][CH:11]=2)=[CH:6][CH:5]=1.Cl.[C:22](=N)([NH2:24])[CH3:23].[OH-].[Na+]>C1COCC1>[CH3:23][C:22]1[NH:18][N:17]=[C:15]([C:13]2[O:14][C:10]([C:7]3[CH:8]=[CH:9][C:4]([O:3][C:2]([F:20])([F:19])[F:1])=[CH:5][CH:6]=3)=[CH:11][N:12]=2)[N:24]=1 |f:1.2,3.4|. Procedure details: A mixture of 5-(4-(trifluoromethoxy)phenyl)oxazole-2-carbohydrazide (4.6 g, 16 mmol), acetimidamide hydrochloride (2.27 g, 24 mmol) and NaOH (1.1 g, 27.2 mmol) in dry THF (100 mL) was stirred at reflux for 16 h. The mixture was then cooled to RT, concentrated under reduced pressure and the residue was purified by silica gel column chromatography (Petroleum ether:EtOAc=5:1 to 1:1) to afford the title compound as a yellow solid (4.0 g, 80%). MS (ES+) C13H9F3N4O2 requires: 310. found: 311 [M+H]+; 1... The reactants are ClC1=CC(=C(C#N)C=C1)OC1=C(C(=CC=C1)CCl)CCC (4-Chloro-2-(3-chloromethyl-2-propylphenoxy)-benzonitrile), N (ammonia), C(\C=C\C(=O)O)(=O)O (fumaric acid). Solvent: CO (methanol). Product: C(\C=C\C(=O)O)(=O)O.NCC=1C(=C(OC2=C(C#N)C=CC(=C2)Cl)C=CC1)CCC.NCC=1C(=C(OC2=C(C#N)C=CC(=C2)Cl)C=CC1)CCC (2-(3-aminomethyl-2-propyl-phenoxy)-4-chloro-benzonitrile hemifumarate). The yield is 111.5%. As a reaction SMILES: [Cl:1][C:2]1[CH:9]=[CH:8][C:5]([C:6]#[N:7])=[C:4]([O:10][C:11]2[CH:16]=[CH:15][CH:14]=[C:13]([CH2:17]Cl)[C:12]=2[CH2:19][CH2:20][CH3:21])[CH:3]=1.[NH3:22].[C:23]([OH:30])(=[O:29])/[CH:24]=[CH:25]/[C:26]([OH:28])=[O:27]>CO>[C:23]([OH:30])(=[O:29])/[CH:24]=[CH:25]/[C:26]([OH:28])=[O:27].[NH2:22][CH2:17][C:13]1[C:12]([CH2:19][CH2:20][CH3:21])=[C:11]([CH:16]=[CH:15][CH:14]=1)[O:10][C:4]1[CH:3]=[C:2]([Cl:1])[CH:9]=[CH:8][C:5]=1[C:6]#[N:7].[NH2:22][CH2:17][C:13]1[C:12]([CH2:19][CH2:20][CH3:21])=[C:11]([CH:16]=[CH:15][CH:14]=1)[O:10][C:4]1[CH:3]=[C:2]([Cl:1])[CH:9]=[CH:8][C:5]=1[C:6]#[N:7] |f:4.5.6|. Procedure details: 4-Chloro-2-(3-chloromethyl-2-propylphenoxy)-benzonitrile (0.16 g, 0.50 mmol) in ammonia (7N in methanol, 25 mL, 175 mmol) was stirred for 65 h at ambient temperature. The solvent was removed in vacuo. The residue was treated with 10% sodium carbonate solution and extracted with ethyl acetate. The ethyl acetate layer was separated and a solution of fumaric acid (58 mg, 0.50 mmol) in methanol (3 mL) was added. After the solvent was removed in vacuo, the residue was triturated with diethyl ether ov...